This data is from the Open Reaction Database (ORD), a public repository of structured organic reaction records. The task is: describe an organic reaction: reactants, conditions, products, and yield The reactants are BrC1=CC=C(CN2C(=C(C3=CC(=CC=C23)OC)C[C@@H]2[C@@H](C2)C(=O)OC)C)C=C1 (Methyl cis-2-[(1-(4-Bromobenzyl)-5-methoxy-2-methyl-1H-indol-3-yl)methyl]cyclopropanecarboxylate), [OH-].[Na+] (NaOH), C(CC(O)(C(=O)O)CC(=O)O)(=O)O (citric acid). The solvent is C1CCOC1 (THF), CO (MeOH). Reaction conditions: time 16 hour. Yields the product BrC1=CC=C(CN2C(=C(C3=CC(=CC=C23)OC)C[C@@H]2[C@@H](C2)C(=O)O)C)C=C1 (cis-2-[(1-(4-Bromobenzyl)-5-methoxy-2-methyl-1H-indol-3-yl)methyl]cyclopropanecarboxylic acid). The yield is 70.0%. Reaction SMILES: [Br:1][C:2]1[CH:28]=[CH:27][C:5]([CH2:6][N:7]2[C:15]3[C:10](=[CH:11][C:12]([O:16][CH3:17])=[CH:13][CH:14]=3)[C:9]([CH2:18][C@H:19]3[CH2:21][C@H:20]3[C:22]([O:24]C)=[O:23])=[C:8]2[CH3:26])=[CH:4][CH:3]=1.[OH-].[Na+].C(O)(=O)CC(CC(O)=O)(C(O)=O)O>C1COCC1.CO>[Br:1][C:2]1[CH:28]=[CH:27][C:5]([CH2:6][N:7]2[C:15]3[C:10](=[CH:11][C:12]([O:16][CH3:17])=[CH:13][CH:14]=3)[C:9]([CH2:18][C@H:19]3[CH2:21][C@H:20]3[C:22]([OH:24])=[O:23])=[C:8]2[CH3:26])=[CH:4][CH:3]=1 |f:1.2|. Procedure: To the ester from Step 2 (145 mg, 0.33 mmol) in 3 mL THF and 3 mL MeOH was added 2N NaOH (1 mL, 2 mmol) and the reaction mixture was stirred at r.t. for 16 h. Excess 0.5N citric acid was added and the mixture was extracted with ethyl acetate. The organic layer was washed with brine, dried over MgSO4 and evaporated. Purification by flash chromatogrpahy on silicic acid (20% to 40% ethyl acetate in hexane) provided 99 mg of the title compound. Reactants: NC=1C(=C(C=CC1NC)C=1C2=C(C(N(C1)C)=O)N(C=C2)S(=O)(=O)C2=CC=C(C=C2)C)OC2=C(C=C(C=C2)F)F (4-[3-amino-2-(2,4-difluorophenoxy)-4-(methylamino)phenyl]-6-methyl-1-[(4-methylphenyl)sulfonyl]-1,6-dihydro-7H-pyrrolo[2,3-c]pyridin-7-one), C1=CN(C=N1)C(=O)N2C=CN=C2 (N,N-carbonyldiimidazole), O1CCCC1 (tetrahydrofuran). Reaction conditions: temperature 50 celsius, time 1 hour. Yields the product FC1=C(OC2=C(C=CC=3N(C(NC32)=O)C)C=3C2=C(C(N(C3)C)=O)N(C=C2)S(=O)(=O)C2=CC=C(C=C2)C)C=CC(=C1)F (4-(2,4-difluorophenoxy)-1-methyl-5-{6-methyl-1-[(4-methylphenyl)sulfonyl]-7-oxo-6,7-dihydro-1H-pyrrolo[2,3-c]pyridin-4-yl}-1,3-dihydro-2H-benzimidazol-2-one). Isolated yield 75.0%. RXN SMILES: NC1[C:3]([O:31][C:32]2[CH:37]=[CH:36][C:35]([F:38])=[CH:34][C:33]=2[F:39])=[C:4]([C:10]2[C:11]3[CH:20]=[CH:19][N:18]([S:21]([C:24]4[CH:29]=[CH:28][C:27]([CH3:30])=[CH:26][CH:25]=4)(=[O:23])=[O:22])[C:12]=3[C:13](=[O:17])[N:14]([CH3:16])[CH:15]=2)[CH:5]=[CH:6]C=1NC.C1N=CN([C:45]([N:47]2[CH:51]=[N:50][CH:49]=[CH:48]2)=O)C=1.[O:52]1CCCC1>>[F:39][C:33]1[CH:34]=[C:35]([F:38])[CH:36]=[CH:37][C:32]=1[O:31][C:3]1[C:49]2[NH:50][C:51](=[O:52])[N:47]([CH3:45])[C:48]=2[CH:6]=[CH:5][C:4]=1[C:10]1[C:11]2[CH:20]=[CH:19][N:18]([S:21]([C:24]3[CH:29]=[CH:28][C:27]([CH3:30])=[CH:26][CH:25]=3)(=[O:22])=[O:23])[C:12]=2[C:13](=[O:17])[N:14]([CH3:16])[CH:15]=1. Reported procedure: A solution of 4-[3-amino-2-(2,4-difluorophenoxy)-4-(methylamino)phenyl]-6-methyl-1-[(4-methylphenyl)sulfonyl]-1,6-dihydro-7H-pyrrolo[2,3-c]pyridin-7-one (98.0 mg, 0.178 mmol) in tetrahydrofuran (1.0 mL) was treated with N,N-carbonyldiimidazole (57.7 mg, 0.356 mmol) and stirred at 50° C. for 1 h. The reaction mixture was purified via preparative LCMS (XBridge C18 column, eluting with a gradient of acetonitrile/water 0.1% ammonium hydroxide, at flow rate of 60 mL/min) to give the desired product (...